This data is from the Open Reaction Database (ORD), a public repository of structured organic reaction records. The task is: describe an organic reaction: reactants, conditions, products, and yield The reactants are N1C=NC=C1 (imidazole), ClC=1N=C(C2=C(N1)SC(=C2)C(F)(F)F)NCC2=CC=CC=C2 (2-chloro-6-trifluoromethyl-4-benzylamino-thieno-[2,3-d]-pyrimidine). The product is N1(C=NC=C1)C=1N=C(C2=C(N1)SC(=C2)C(F)(F)F)NCC2=CC=CC=C2 (2-(imidazol-1-yl)-6-trifluoromethyl-4-benzylamino-thieno-[2,3-d]-pyrimidine). As a reaction SMILES: [NH:1]1[CH:5]=[CH:4][N:3]=[CH:2]1.Cl[C:7]1[N:8]=[C:9]([NH:20][CH2:21][C:22]2[CH:27]=[CH:26][CH:25]=[CH:24][CH:23]=2)[C:10]2[CH:15]=[C:14]([C:16]([F:19])([F:18])[F:17])[S:13][C:11]=2[N:12]=1>>[N:1]1([C:7]2[N:8]=[C:9]([NH:20][CH2:21][C:22]3[CH:27]=[CH:26][CH:25]=[CH:24][CH:23]=3)[C:10]3[CH:15]=[C:14]([C:16]([F:17])([F:18])[F:19])[S:13][C:11]=3[N:12]=2)[CH:5]=[CH:4][N:3]=[CH:2]1. Procedure: Following the procedure of Example 97, the reaction of imidazole with 2-chloro-6-trifluoromethyl-4-benzylamino-thieno-[2,3-d]-pyrimidine gives 2-(imidazol-1-yl)-6-trifluoromethyl-4-benzylamino-thieno-[2,3-d]-pyrimidine. Reactants: CCOC(C)=O, C1CCOC1, COC(=O)c1ccc(C#CCCCC2(S(=O)(=O)c3ccc(OC)cc3)SC(=O)NC2=O)c(C)c1, CO, CCCCCC, [Li+], [OH-], O. The product is COc1ccc(S(=O)(=O)C2(CCCC#Cc3ccc(C(=O)O)cc3C)SC(=O)NC2=O)cc1. Reaction SMILES: [C:45]([O:46][CH2:47][CH3:48])(=[O:49])[CH3:50].[CH2:40]1[O:41][CH2:42][CH2:43][CH2:44]1.[CH3:1][O:2][C:3]([c:4]1[cH:5][c:6]([CH3:33])[c:7]([C:10]#[C:11][CH2:12][CH2:13][CH2:14][C:15]2([S:22](=[O:23])(=[O:24])[c:25]3[cH:26][cH:27][c:28]([O:31][CH3:32])[cH:29][cH:30]3)[C:16](=[O:21])[NH:17][C:18](=[O:20])[S:19]2)[cH:8][cH:9]1)=[O:34].[CH3:35][OH:36].[CH3:51][CH2:52][CH2:53][CH2:54][CH2:55][CH3:56].[Li+:37].[OH-:38].[OH2:39]>>[O:2]=[C:3]([c:4]1[cH:5][c:6]([CH3:33])[c:7]([C:10]#[C:11][CH2:12][CH2:13][CH2:14][C:15]2([S:22](=[O:23])(=[O:24])[c:25]3[cH:26][cH:27][c:28]([O:31][CH3:32])[cH:29][cH:30]3)[C:16](=[O:21])[NH:17][C:18](=[O:20])[S:19]2)[cH:8][cH:9]1)[OH:34]. RXN SMILES: [CH2:1]([CH:2]=[CH2:3])[c:4]1[c:5]([O:16][CH2:17][O:18][CH3:19])[c:6]([C:7](=[O:8])[O:9][CH3:10])[cH:11][cH:12][c:13]1[O:14][CH3:15].[CH3:22][CH2:23][O:24][C:25](=[O:26])[CH3:27].[CH3:34][OH:35].[Na+:21].[Na+:33].[OH-:20].[S:28]([O-:29])([OH:30])(=[O:31])=[O:32]>>[CH2:1]([CH:2]=[CH2:3])[c:4]1[c:5]([O:16][CH2:17][O:18][CH3:19])[c:6]([C:7](=[O:8])[OH:9])[cH:11][cH:12][c:13]1[O:14][CH3:15]. The product is C=CCc1c(OC)ccc(C(=O)O)c1OCOC. Starting materials: C=CCc1c(OC)ccc(C(=O)OC)c1OCOC, CCOC(C)=O, CO, [Na+], [Na+], [OH-], O=S(=O)([O-])O. The reactants are C(C)(=O)O (acetic acid), BrC=1C=C2C(=NC1)N(C=C2C(=O)C=2C(=C(C=CC2F)NS(=O)(=O)CCC)F)C(C2=C(C=CC=C2Cl)Cl)=O (propane-1-sulfonic acid {3-[5-bromo-1-(2,6-dichloro-benzoyl)-1H-pyrrolo[2,3-b]pyridine-3-carbonyl]-2,4-difluoro-phenyl}-amide), N1C=CC2=CC(=CC=C12)B(O)O (1H-indole-5-boronic acid), C([O-])([O-])=O.[K+].[K+] (potassium carbonate). The reagents and catalysts are C1(=CC=CC=C1)P([C-]1C=CC=C1)C1=CC=CC=C1.[C-]1(C=CC=C1)P(C1=CC=CC=C1)C1=CC=CC=C1.[Fe+2] (1,1′-bis(diphenylphosphino)ferrocene), Cl[Pd]Cl (dichloropalladium(II)). Run in C(C)(=O)OCC (ethyl acetate), O (water), O1CCCC1 (tetrahydrofuran). Conditions: temperature 70 celsius. The product is ClC1=C(C(=O)N2C=C(C=3C2=NC=C(C3)C=3C=C2C=CNC2=CC3)C(=O)C=3C(=C(C=CC3F)NS(=O)(=O)CCC)F)C(=CC=C1)Cl (propane-1-sulfonic acid {3-[1-(2,6-dichloro-benzoyl)-5-(1H-indol-5-yl)-1H-pyrrolo[2,3-b]pyridine-3-carbonyl]-2,4-difluoro-phenyl}-amide). As a reaction SMILES: Br[C:2]1[CH:3]=[C:4]2[C:10]([C:11]([C:13]3[C:14]([F:27])=[C:15]([NH:20][S:21]([CH2:24][CH2:25][CH3:26])(=[O:23])=[O:22])[CH:16]=[CH:17][C:18]=3[F:19])=[O:12])=[CH:9][N:8]([C:28](=[O:37])[C:29]3[C:34]([Cl:35])=[CH:33][CH:32]=[CH:31][C:30]=3[Cl:36])[C:5]2=[N:6][CH:7]=1.[NH:38]1[C:46]2[C:41](=[CH:42][C:43](B(O)O)=[CH:44][CH:45]=2)[CH:40]=[CH:39]1.C(=O)([O-])[O-].[K+].[K+].C(O)(=O)C>O1CCCC1.C(OCC)(=O)C.O.C1(P(C2C=CC=CC=2)[C-]2C=CC=C2)C=CC=CC=1.[C-]1(P(C2C=CC=CC=2)C2C=CC=CC=2)C=CC=C1.[Fe+2].Cl[Pd]Cl>[Cl:36][C:30]1[CH:31]=[CH:32][CH:33]=[C:34]([Cl:35])[C:29]=1[C:28]([N:8]1[C:5]2=[N:6][CH:7]=[C:2]([C:43]3[CH:42]=[C:41]4[C:46](=[CH:45][CH:44]=3)[NH:38][CH:39]=[CH:40]4)[CH:3]=[C:4]2[C:10]([C:11]([C:13]2[C:14]([F:27])=[C:15]([NH:20][S:21]([CH2:24][CH2:25][CH3:26])(=[O:23])=[O:22])[CH:16]=[CH:17][C:18]=2[F:19])=[O:12])=[CH:9]1)=[O:37] |f:2.3.4,9.10.11|. Procedure: Propane-1-sulfonic acid {3-[5-bromo-1-(2,6-dichloro-benzoyl)-1H-pyrrolo[2,3-b]pyridine-3-carbonyl]-2,4-difluoro-phenyl}-amide (11, 113 mg, 0.18 mmol) and 1H-indole-5-boronic acid (14, 44 mg, 0.27 mmol) are dissolved in 4 mL of tetrahydrofuran, then 2 mL of 1M aqueous potassium carbonate and 1,1′-bis(diphenylphosphino)ferrocene] dichloropalladium(II) (6.5 mg, 0.018 mmol, 10%) are added. The reaction mixture is heated at 70° C. overnight. The reaction is neutralized with acetic acid and diluted wi... Starting materials: CC(C)(C)[O-], CCOC(=O)c1cn(C2CC2)c2c(F)c(F)c(F)cc2c1=O, Cl, [K+], N#CCC#N, C1COCCO1. As a reaction SMILES: [CH3:28][C:29]([CH3:30])([O-:31])[CH3:32].[CH:1]1([n:4]2[cH:5][c:6]([C:18](=[O:19])[O:20][CH2:21][CH3:22])[c:7](=[O:17])[c:8]3[cH:9][c:10]([F:16])[c:11]([F:15])[c:12]([F:14])[c:13]23)[CH2:2][CH2:3]1.[ClH:34].[K+:33].[N:23]#[C:24][CH2:25][C:26]#[N:27].[O:35]1[CH2:36][CH2:37][O:38][CH2:39][CH2:40]1>>[CH:1]1([n:4]2[cH:5][c:6]([C:18](=[O:19])[O:20][CH2:21][CH3:22])[c:7](=[O:17])[c:8]3[cH:9][c:10]([F:16])[c:11]([CH:25]([C:24]#[N:23])[C:26]#[N:27])[c:12]([F:14])[c:13]23)[CH2:2][CH2:3]1. Yields the product CCOC(=O)c1cn(C2CC2)c2c(F)c(C(C#N)C#N)c(F)cc2c1=O. Reactants: C(C)(C)(C)O[C@H](C(=O)OC)C1=C2N3CCC(OCC=CC[C@@H](OC=4C=C(C(=CC4C4=CC=CC(C5=CN2C(C=C1C)=N5)=C4)F)F)C)(CC3)C (Methyl(2S)-2-(tert-butoxy)-2-[(22S)-17,18-difluoro-4,22,28-trimethyl-21,27-dioxa-1,7,34-triazahexacyclo[26.2.2.16,9.110,14.02,7.015,20]tetratriaconta-2,4,6(34),8,10(33),11,13,15(20),16,18,24-undecaen-3-yl]acetate), C(C)(C)(C)O[C@H](C(=O)O)C1=C2N3CCC(OCC=CC[C@@H](OC=4C=C(C=CC4C4=CC=CC(C5=CN2C(C=C1C)=N5)=C4)F)C)(CC3)C ((2S)-2-(tert-butoxy)-2-[(22S)-18-fluoro-4,22,28-trimethyl-21,27-dioxa-1,7,34-triazahexacyclo[26.2.2.16,9.110,14.02,7.015,20]tetratriaconta-2,4,6(34),8,10(33),11,13,15(20),16,18,24-undecaen-3-yl]acetic acid). Product: C(C)(C)(C)O[C@H](C(=O)O)C1=C2N3CCC(OCC=CC[C@@H](OC=4C=C(C(=CC4C4=CC=CC(C5=CN2C(C=C1C)=N5)=C4)F)F)C)(CC3)C ((2S)-2-(tert-Butoxy)-2-[(22S)-17,18-difluoro-4,22,28-trimethyl-21,27-dioxa-1,7,34-triazahexacyclo[26.2.2.16,9.110,14.02,7.015,20]tetratriaconta-2,4,6(34),8,10(33),11,13,15(20),16,18,24-undecaen-3-yl]acetic acid). Yield: 59.0%. RXN SMILES: [C:1]([O:5][C@@H:6]([C:11]1[C:40]([CH3:41])=[CH:39][C:38]2=[N:42][C:35]3=[CH:36][N:37]2[C:12]=1[N:13]1[CH2:48][CH2:47][C:16]([CH3:49])([O:17][CH2:18][CH:19]=[CH:20][CH2:21][C@H:22]([CH3:46])[O:23][C:24]2[CH:25]=[C:26]([F:45])[C:27]([F:44])=[CH:28][C:29]=2[C:30]2[CH:43]=[C:34]3[CH:33]=[CH:32][CH:31]=2)[CH2:15][CH2:14]1)[C:7]([O:9]C)=[O:8])([CH3:4])([CH3:3])[CH3:2].C(O[C@@H](C1C(C)=CC2=NC3=CN2C=1N1CCC(C)(OCC=CC[C@H](C)OC2C=C(F)C=CC=2C2C=C3C=CC=2)CC1)C(O)=O)(C)(C)C>>[C:1]([O:5][C@@H:6]([C:11]1[C:40]([CH3:41])=[CH:39][C:38]2=[N:42][C:35]3=[CH:36][N:37]2[C:12]=1[N:13]1[CH2:14][CH2:15][C:16]([CH3:49])([O:17][CH2:18][CH:19]=[CH:20][CH2:21][C@H:22]([CH3:46])[O:23][C:24]2[CH:25]=[C:26]([F:45])[C:27]([F:44])=[CH:28][C:29]=2[C:30]2[CH:43]=[C:34]3[CH:33]=[CH:32][CH:31]=2)[CH2:47][CH2:48]1)[C:7]([OH:9])=[O:8])([CH3:4])([CH3:2])[CH3:3]. Reported procedure: Prepared in 59% yield from Methyl(2S)-2-(tert-butoxy)-2-[(22S)-17,18-difluoro-4,22,28-trimethyl-21,27-dioxa-1,7,34-triazahexacyclo[26.2.2.16,9.110,14.02,7.015,20]tetratriaconta-2,4,6(34),8,10(33),11,13,15(20),16,18,24-undecaen-3-yl]acetate following the procedure for (2S)-2-(tert-butoxy)-2-[(22S)-18-fluoro-4,22,28-trimethyl-21,27-dioxa-1,7,34-triazahexacyclo[26.2.2.16,9.110,14.02,7.015,20]tetratriaconta-2,4,6(34),8,10(33),11,13,15(20),16,18,24-undecaen-3-yl]acetic acid. 1H NMR (500 MHz, DMSO-d6)...